This data is from the Open Reaction Database (ORD), a public repository of structured organic reaction records. The task is: describe an organic reaction: reactants, conditions, products, and yield The reactants are FC1=CC=C(C=C1)[C@H]([C@@H](C(=O)OC)OS(=O)(=O)C1=CC=C(C=C1)C)O (methyl (2S,3R)-3-(4-fluorophenyl)-3-hydroxy-2-p-toluenesulfonyloxypropionate), O (water), O (water), C([O-])([O-])=O.[K+].[K+] (potassium carbonate). The solvent is CN(C=O)C (dimethylformamide). Conditions: time 22 hour. The product is FC1=CC=C(C=C1)[C@@H]1[C@H](C(=O)OC)O1 (methyl (2R,3R)-3-(4-fluorophenyl)-2,3-epoxypropionate). Isolated yield 92.0%. Reaction SMILES: [F:1][C:2]1[CH:7]=[CH:6][C:5]([C@@H:8]([OH:25])[C@H:9](OS(C2C=CC(C)=CC=2)(=O)=O)[C:10]([O:12][CH3:13])=[O:11])=[CH:4][CH:3]=1.O.C(=O)([O-])[O-].[K+].[K+]>CN(C)C=O>[F:1][C:2]1[CH:3]=[CH:4][C:5]([C@H:8]2[O:25][C@H:9]2[C:10]([O:12][CH3:13])=[O:11])=[CH:6][CH:7]=1 |f:2.3.4|. Reported procedure: In dimethylformamide (75 ml) was dissolved methyl (2S,3R)-3-(4-fluorophenyl)-3-hydroxy-2-p-toluenesulfonyloxypropionate (5.48 g, 14.9 mmol), and water (1.4 ml, 74.5 mmol) was added to the solution. The reaction mixture was cooled by an ice bath, potassium carbonate (6.16 g, 44.6 mmol) was added thereto, and the mixture was stirred at room temperature for 22 hours. The reaction mixture was cooled again by an ice bath, water (100 ml) was added thereto, and the mixture was extracted with ethyl acet...